This data is from the Open Reaction Database (ORD), a public repository of structured organic reaction records. The task is: describe an organic reaction: reactants, conditions, products, and yield Reactants: COCCS(=O)(=O)Cl, Nc1cccc(C2(O)C3CCC2CN(Cc2ccccc2)C3)c1, O, c1ccncc1. The product is COCCS(=O)(=O)Nc1cccc(C2(O)C3CCC2CN(Cc2ccccc2)C3)c1. As a reaction SMILES: [CH3:24][O:25][CH2:26][CH2:27][S:28](=[O:29])(=[O:30])[Cl:31].[NH2:1][c:2]1[cH:3][c:4]([C:8]2([OH:23])[CH:9]3[CH2:10][N:11]([CH2:16][c:17]4[cH:18][cH:19][cH:20][cH:21][cH:22]4)[CH2:12][CH:13]2[CH2:14][CH2:15]3)[cH:5][cH:6][cH:7]1.[OH2:32].[cH:33]1[cH:34][cH:35][n:36][cH:37][cH:38]1>>[NH:1]([c:2]1[cH:3][c:4]([C:8]2([OH:23])[CH:9]3[CH2:10][N:11]([CH2:16][c:17]4[cH:18][cH:19][cH:20][cH:21][cH:22]4)[CH2:12][CH:13]2[CH2:14][CH2:15]3)[cH:5][cH:6][cH:7]1)[S:28]([CH2:27][CH2:26][O:25][CH3:24])(=[O:29])=[O:30]. The reactants are C(C)(C)C1=NOC(=C1)CP(OCC)(=O)OCC (diethyl (3-isopropyl-isoxazol-5-yl)methanephosphonate), COC(C)OC1=C(C=O)C=CC=C1 (o-(1-methoxy-ethoxy)-benzaldehyde). Yields the product C(C)(C)C1=NOC(=C1)C=CC1=C(C=CC=C1)O (3-Isopropyl-5-(2-hydroxy-styryl)-isoxazole). As a reaction SMILES: [CH:1]([C:4]1[CH:8]=[C:7]([CH2:9]P(OCC)(=O)OCC)[O:6][N:5]=1)([CH3:3])[CH3:2].COC([O:22][C:23]1[CH:30]=[CH:29][CH:28]=[CH:27][C:24]=1[CH:25]=O)C>>[CH:1]([C:4]1[CH:8]=[C:7]([CH:9]=[CH:25][C:24]2[CH:27]=[CH:28][CH:29]=[CH:30][C:23]=2[OH:22])[O:6][N:5]=1)([CH3:2])[CH3:3]. Procedure: Using the method described in Example I, 32 g (0.12 mole) of diethyl (3-isopropyl-isoxazol-5-yl)methanephosphonate and 22 g (0.12 mole) of o-(1-methoxy-ethoxy)-benzaldehyde are reacted and the product is recrystallized from toluene. 20 g (73% of theory) of colorless crystals, of melting point 129°-133° C., are obtained. The reactants are CO, COC(=O)c1cc(C=O)n(C)c1, Cl, [Na+], [OH-]. Reaction SMILES: [CH3:16][OH:17].[CH:1](=[O:2])[c:3]1[cH:4][c:5]([C:9](=[O:10])[O:11][CH3:12])[cH:6][n:7]1[CH3:8].[ClH:15].[Na+:14].[OH-:13]>>[CH:1](=[O:2])[c:3]1[cH:4][c:5]([C:9](=[O:10])[OH:11])[cH:6][n:7]1[CH3:8]. Product: Cn1cc(C(=O)O)cc1C=O. Reactants: COc1ccc2c3c(c(=O)oc2c1)CNCC3, O=Cc1ccccc1Cl. The product is COc1ccc2c3c(c(=O)oc2c1)CN(Cc1ccccc1Cl)CC3. RXN SMILES: [CH3:1][O:2][c:3]1[cH:4][cH:5][c:6]2[c:7]([cH:8]1)[o:9][c:10](=[O:17])[c:11]1[c:16]2[CH2:15][CH2:14][NH:13][CH2:12]1.[Cl:18][c:19]1[c:20]([CH:21]=[O:22])[cH:23][cH:24][cH:25][cH:26]1>>[CH3:1][O:2][c:3]1[cH:4][cH:5][c:6]2[c:7]([cH:8]1)[o:9][c:10](=[O:17])[c:11]1[c:16]2[CH2:15][CH2:14][N:13]([CH2:21][c:20]2[c:19]([Cl:18])[cH:26][cH:25][cH:24][cH:23]2)[CH2:12]1. Solvent: CCOC(=O)C (EtOAc). Procedure details: [1,1′-Bis(diphenylphosphino)ferrocene]dichloropalladium(II) (3%, 69 mg, 0.098 mmol) and tetrakis(triphenylphosphine)palladium (3%, 113 mg, 0.098 mmol) were added to the mixture of 3,7-Dibromo-dibenzothiophene (1.12 g, 3.27 mmol) and tributyl(1-ethoxyvinyl)tin (1.2 eq., 1.33 mL) in 25 mL dioxane. The reaction was heated to 80° C. under Ar overnight. The reaction was cooled to room temprature. 8 mL water was added and followed by NBS (1 eq., 699 mg). The reaction was stirred at room for 1 hour. Th... Starting materials: C(C)(C)(C)OC(=O)N1C(CCC1)C=1NC(=CN1)C=1C=CC2=C(SC3=C2C=CC(=C3)Br)C1 (2-[5-(7-Bromo-dibenzothiophen-3-yl)-1H-imidazol-2-yl]-pyrrolidine-1-carboxylic acid tert-butyl ester), Xylenes, Pyrrolidine-1,2-dicarboxylic acid 242-(7-bromo-dibenzothiophen-3-yl)-2-oxo-ethyl, ester 1-tert-butyl ester, C(C)(=O)O.N (ammonia acetate). Yield: 79.0%. Reaction conditions: temperature 140 celsius. Reaction SMILES: [C:1]([O:5][C:6]([N:8]1[CH2:12][CH2:11][CH2:10][CH:9]1C1NC(C2C=CC3C4C=CC(Br)=CC=4SC=3C=2)=CN=1)=[O:7])([CH3:4])([CH3:3])[CH3:2].C(O)(=O)C.N>CCOC(C)=O>[C:1]([O:5][C:6]([N:8]1[CH2:12][CH2:11][CH2:10][CH2:9]1)=[O:7])([CH3:4])([CH3:2])[CH3:3] |f:1.2|. Yields the product C(C)(C)(C)OC(=O)N1CCCC1 (pyrrolidine-1-carboxylic acid tert-butyl ester). Solvent: CCO (EtOH), CCO (EtOH), C(Cl)Cl (CH2Cl2). Product: OCC1CC(N(C1)[C@H](C(=O)N)CC)=O ((2S)-2-[4-(hydroxymethyl)-2-oxo-1-pyrrolidinyl]butanamide). Run at temperature 0 celsius, time 2 hour. RXN SMILES: C[O:2][C:3]([CH:5]1[CH2:9][N:8]([C@@H:10]([CH2:14][CH3:15])[C:11]([NH2:13])=[O:12])[C:7](=[O:16])[CH2:6]1)=O.[NH4+].[Cl-].CC(C)=O>CCO.C(Cl)Cl>[OH:2][CH2:3][CH:5]1[CH2:9][N:8]([C@@H:10]([CH2:14][CH3:15])[C:11]([NH2:13])=[O:12])[C:7](=[O:16])[CH2:6]1 |f:1.2|. Starting materials: COC(=O)C1CC(N(C1)[C@H](C(=O)N)CC)=O ((2S)-2-(4-methoxycarbonyl-2-oxo-1-pyrrolidinyl)butanamide), three, saturated solution, [NH4+].[Cl-] (NH4Cl), solid, CC(=O)C (acetone). Procedure details: In a 2 l three necked flask fitted with mechanical stirrer and reflux condenser, under inert atmosphere, a solution of 133 g (583 mmoles, 1 eq) of (2S)-2-(4-methoxycarbonyl-2-oxo-1-pyrrolidinyl)butanamide 11 in 200 ml of EtOH is added to 300 ml of EtOH, and the mixture cooled down to 0° C. 66.2 g (1.74 mole, 12 eq) of solid NaBbe are then added by portions over 1.5 hour, all the while maintaining the temperature between 2 and 4° C. After 2 hours, the temperature is raised to 12° C. for 1 hour, a... Starting materials: C[Si](C)(C)[N-][Si](C)(C)C, Cl, COC(=O)c1ccc(Cc2nc(-c3cccc(C(F)(F)F)c3)cs2)cc1, CI, [Li+], C1CCOC1. Product: COC(=O)c1ccc(C(C)c2nc(-c3cccc(C(F)(F)F)c3)cs2)cc1. RXN SMILES: [CH3:27][Si:28]([CH3:29])([CH3:30])[N-:31][Si:32]([CH3:33])([CH3:34])[CH3:35].[ClH:39].[F:1][C:2]([c:3]1[cH:4][c:5](-[c:9]2[n:10][c:11]([CH2:14][c:15]3[cH:16][cH:17][c:18]([C:19](=[O:20])[O:21][CH3:22])[cH:23][cH:24]3)[s:12][cH:13]2)[cH:6][cH:7][cH:8]1)([F:25])[F:26].[I:37][CH3:38].[Li+:36].[O:40]1[CH2:41][CH2:42][CH2:43][CH2:44]1>>[F:1][C:2]([c:3]1[cH:4][c:5](-[c:9]2[n:10][c:11]([CH:14]([c:15]3[cH:16][cH:17][c:18]([C:19](=[O:20])[O:21][CH3:22])[cH:23][cH:24]3)[CH3:27])[s:12][cH:13]2)[cH:6][cH:7][cH:8]1)([F:25])[F:26].